From a dataset of the Open Reaction Database (ORD), a public repository of structured organic reaction records. describe an organic reaction: reactants, conditions, products, and yield Starting materials: C([O-])([O-])=O.[Cs+].[Cs+] (cesium carbonate), BrCC=1SC(=CN1)C1=C(C=CC=C1)C(F)(F)F (2-(Bromomethyl)-5-[2-(trifluoromethyl)phenyl]-1,3-thiazole), ClC1=CC=C(C=C1)C=1N(C(NN1)=O)C[C@@H](C(F)(F)F)O (5-(4-Chlorophenyl)-4-[(2S)-3,3,3-trifluoro-2-hydroxypropyl]-2,4-dihydro-3H-1,2,4-triazol-3-one). Run in CO (methanol), C(C)#N (acetonitrile). Run at temperature 80 celsius, time 1 hour. The product is ClC1=CC=C(C=C1)C=1N(C(N(N1)CC=1SC(=CN1)C1=C(C=CC=C1)C(F)(F)F)=O)C[C@@H](C(F)(F)F)O (5-(4-Chlorophenyl)-4-[(2S)-3,3,3-trifluoro-2-hydroxypropyl]-2-({5-[2-(trifluoromethyl)phenyl]-1,3-thiazol-2-yl}methyl)-2,4-dihydro-3H-1,2,4-triazol-3-one). As a reaction SMILES: [Cl:1][C:2]1[CH:7]=[CH:6][C:5]([C:8]2[N:9]([CH2:14][C@H:15]([OH:20])[C:16]([F:19])([F:18])[F:17])[C:10](=[O:13])[NH:11][N:12]=2)=[CH:4][CH:3]=1.C(=O)([O-])[O-].[Cs+].[Cs+].Br[CH2:28][C:29]1[S:30][C:31]([C:34]2[CH:39]=[CH:38][CH:37]=[CH:36][C:35]=2[C:40]([F:43])([F:42])[F:41])=[CH:32][N:33]=1>C(#N)C.CO>[Cl:1][C:2]1[CH:7]=[CH:6][C:5]([C:8]2[N:9]([CH2:14][C@H:15]([OH:20])[C:16]([F:18])([F:19])[F:17])[C:10](=[O:13])[N:11]([CH2:28][C:29]3[S:30][C:31]([C:34]4[CH:39]=[CH:38][CH:37]=[CH:36][C:35]=4[C:40]([F:43])([F:41])[F:42])=[CH:32][N:33]=3)[N:12]=2)=[CH:4][CH:3]=1 |f:1.2.3|. Reported procedure: 40 mg (0.13 mmol) of the compound from Example 5A were dissolved in 7 ml of acetonitrile, and 66 mg (0.20 mmol) of cesium carbonate and 42 mg (0.13 mmol) of the compound from Example 89A were added. The mixture was stirred at 80° C. for 1 h. For work-up, the mixture was cooled to RT, diluted with 5 ml of methanol and filtered. The filtrate was concentrated under reduced pressure and the crude product was then purified chromatographically [Method 19]. This gave 47 mg (66% of theory) of the target...